From a dataset of the Open Reaction Database (ORD), a public repository of structured organic reaction records. describe an organic reaction: reactants, conditions, products, and yield Reactants: CO, CN(C)C=O, Nc1nc(C(=O)C(=O)O)cs1, NOCC(=O)OC(c1ccccc1)c1ccccc1. Product: Nc1nc(C(=NOCC(=O)OC(c2ccccc2)c2ccccc2)C(=O)O)cs1. RXN SMILES: [CH3:31][OH:32].[CH3:33][N:34]([CH3:35])[CH:36]=[O:37].[NH2:20][c:21]1[s:22][cH:23][c:24]([C:26]([C:27](=[O:28])[OH:29])=[O:30])[n:25]1.[c:1]1([CH:7]([O:8][C:9](=[O:10])[CH2:11][O:12][NH2:13])[c:14]2[cH:15][cH:16][cH:17][cH:18][cH:19]2)[cH:2][cH:3][cH:4][cH:5][cH:6]1>>[c:1]1([CH:7]([O:8][C:9](=[O:10])[CH2:11][O:12][N:13]=[C:26]([c:24]2[cH:23][s:22][c:21]([NH2:20])[n:25]2)[C:27](=[O:28])[OH:29])[c:14]2[cH:15][cH:16][cH:17][cH:18][cH:19]2)[cH:2][cH:3][cH:4][cH:5][cH:6]1. Reactants: O=C([O-])[O-], CCOC(C)=O, [K+], [K+], O=C(c1cnc(Cl)cn1)N1CCC1, COC(=O)c1cc(O)cc(OC2CCOC2)c1. Product: COC(=O)c1cc(Oc2cnc(C(=O)N3CCC3)cn2)cc(OC2CCOC2)c1. Reaction SMILES: [C:18](=[O:19])([O-:20])[O-:21].[CH3:37][CH2:38][O:39][C:40](=[O:41])[CH3:42].[K+:22].[K+:23].[N:24]1([C:28](=[O:29])[c:30]2[n:31][cH:32][c:33]([Cl:36])[n:34][cH:35]2)[CH2:25][CH2:26][CH2:27]1.[OH:1][c:2]1[cH:3][c:4]([C:5](=[O:6])[O:7][CH3:8])[cH:9][c:10]([O:12][CH:13]2[CH2:14][O:15][CH2:16][CH2:17]2)[cH:11]1>>[O:1]([c:2]1[cH:3][c:4]([C:5](=[O:6])[O:7][CH3:8])[cH:9][c:10]([O:12][CH:13]2[CH2:14][O:15][CH2:16][CH2:17]2)[cH:11]1)[c:33]1[cH:32][n:31][c:30]([C:28]([N:24]2[CH2:25][CH2:26][CH2:27]2)=[O:29])[cH:35][n:34]1. Reactants: C(C)(=O)OC=1C=C(C=CC(=O)Cl)C=CC1OC(C)=O (3,4-diacetoxycinnamoyl chloride), ice water, C(C1=CC=CC=C1)OC1=C(C=C(N)C=C1C)C (4-benzyloxy-3,5-dimethylaniline), C([O-])([O-])=O.[K+].[K+] (potassium carbonate), Cl (hydrochloric acid). Run in CN(C=O)C (dimethylformamide), CN(C=O)C (dimethylformamide). Conditions: time 2 hour. Product: C(C)(=O)OC=1C=C(C=CC(=O)NC2=CC(=C(C(=C2)C)OCC2=CC=CC=C2)C)C=CC1OC(C)=O (N-(3,4-diacetoxycinnamoyl)-4-benzyloxy-3,5-dimethylaniline). The yield is 79.2%. Reaction SMILES: [CH2:1]([O:8][C:9]1[C:15]([CH3:16])=[CH:14][C:12]([NH2:13])=[CH:11][C:10]=1[CH3:17])[C:2]1[CH:7]=[CH:6][CH:5]=[CH:4][CH:3]=1.C(=O)([O-])[O-].[K+].[K+].[C:24]([O:27][C:28]1[CH:29]=[C:30]([CH:36]=[CH:37][C:38]=1[O:39][C:40](=[O:42])[CH3:41])[CH:31]=[CH:32][C:33](Cl)=[O:34])(=[O:26])[CH3:25].Cl>CN(C)C=O>[C:24]([O:27][C:28]1[CH:29]=[C:30]([CH:36]=[CH:37][C:38]=1[O:39][C:40](=[O:42])[CH3:41])[CH:31]=[CH:32][C:33]([NH:13][C:12]1[CH:14]=[C:15]([CH3:16])[C:9]([O:8][CH2:1][C:2]2[CH:7]=[CH:6][CH:5]=[CH:4][CH:3]=2)=[C:10]([CH3:17])[CH:11]=1)=[O:34])(=[O:26])[CH3:25] |f:1.2.3|. Procedure: To a solution of 1.6 g of 4-benzyloxy-3,5-dimethylaniline in 30 ml of dimethylformamide is added under ice-cooling 1.17 g of potassium carbonate, and then a solution of 2.0 g of 3,4-diacetoxycinnamoyl chloride in 10 ml of dimethylformamide is added dropwise at 5° to 7° C., followed by stirring at room temperature for 2 hours. The reaction mixture is poured into ice-water, adjusted to pH 1 with 10 % hydrochloric acid and extracted with ethyl acetate. The extract is washed with water, dried and th...